This data is from the Open Reaction Database (ORD), a public repository of structured organic reaction records. The task is: describe an organic reaction: reactants, conditions, products, and yield Reactants: C[C@@H](C/C=C/C(C)=O)CCC=C(C)C ((3E,6R)-6,10-dimethyl-3,9- undecadien-2-one), C(C)(C)O (isopropanol), CC([O-])C.[Al+3].CC([O-])C.CC([O-])C (aluminum isopropoxide). Run in CC(=O)C (Acetone). Conditions: temperature 80 celsius, time 3.5 hour. Yields the product C[C@@H](C/C=C/C(C)O)CCC=C(C)C ((2RS,3E,6R)-6,10-dimethyl-3,9-undecadien-2-ol). Yield: 102.7%. Reaction SMILES: [CH3:1][C@H:2]([CH2:9][CH2:10][CH:11]=[C:12]([CH3:14])[CH3:13])[CH2:3]/[CH:4]=[CH:5]/[C:6](=[O:8])[CH3:7].C(O)(C)C.CC(C)[O-].[Al+3].CC(C)[O-].CC(C)[O-]>CC(C)=O>[CH3:1][C@H:2]([CH2:9][CH2:10][CH:11]=[C:12]([CH3:14])[CH3:13])[CH2:3]/[CH:4]=[CH:5]/[CH:6]([OH:8])[CH3:7] |f:2.3.4.5|. Reported procedure: A flame-dried 1 L 3-necked flask, fitted with a 30 cm Vigreux column topped with a distillation head, an argon inlet tube and a magnetic stirring bar, was charged with 36.8 g (0.189 mol) of (3E,6R)-6,10-dimethyl-3,9- undecadien-2-one (GC purity 93.6%). 500 mL of isopropanol and 40.0 g (0.196 mol) of aluminum isopropoxide. The reaction mixture was stirred and heated to gentle reflux under argon. Acetone was allowed to distill off at a rate of about 30 drops/min. while maintaining a head temperatu... The reactants are ClC1=CC(=C(C=C1O)N1C(C2=C(C1=O)CCCC2)=O)F (N-(4-chloro-2-fluoro-5-hydroxyphenyl)-3,4,5,6-tetrahydrophthalimide), C([O-])([O-])=O.[K+].[K+] (potassium carbonate), ClCC(=O)OCCCCC (amyl chloroacetate), resultant mixture, O (water). The solvent is CN(C=O)C (dimethylformamide). The product is ClC1=CC(=C(C=C1OCC(=O)OCCCCC)N1C(C2=C(C1=O)CCCC2)=O)F (N-[4-chloro-2-fluoro-5-(pentyloxycarbonylmethyloxy)-phenyl]-3,4,5,6-tetrahydrophthalimide). Isolated yield 41.9%. Reaction SMILES: [Cl:1][C:2]1[C:7]([OH:8])=[CH:6][C:5]([N:9]2[C:13](=[O:14])[C:12]3[CH2:15][CH2:16][CH2:17][CH2:18][C:11]=3[C:10]2=[O:19])=[C:4]([F:20])[CH:3]=1.C(=O)([O-])[O-].[K+].[K+].Cl[CH2:28][C:29]([O:31][CH2:32][CH2:33][CH2:34][CH2:35][CH3:36])=[O:30].O>CN(C)C=O>[Cl:1][C:2]1[C:7]([O:8][CH2:28][C:29]([O:31][CH2:32][CH2:33][CH2:34][CH2:35][CH3:36])=[O:30])=[CH:6][C:5]([N:9]2[C:10](=[O:19])[C:11]3[CH2:18][CH2:17][CH2:16][CH2:15][C:12]=3[C:13]2=[O:14])=[C:4]([F:20])[CH:3]=1 |f:1.2.3|. Procedure details: To a solution of N-(4-chloro-2-fluoro-5-hydroxyphenyl)-3,4,5,6-tetrahydrophthalimide (3 g) in dimethylformamide (100 ml), anhydrous potassium carbonate (0.8 g) and then amyl chloroacetate (1.9 g) were added, and the resultant mixture was heated at 70° to 80° C. for 3 hours. The reaction mixture was cooled to room temperature, admixed with water and extracted with diethyl ether. The etheral layer was washed with water, dried over anhydrous magnesium sulfate and concentrated under reduced pressure... The reactants are Cl.COC(CNC)=O (methylamino-acetic acid methyl ester hydrochloride salt), CCN(C(C)C)C(C)C (DIPEA), C1(=CC=C(C=C1)C(=O)O)C1=CC=CC=C1 (biphenyl-4-carboxylic acid), C=1C=CC2=C(C1)N=NN2O (HOBT), CCN=C=NCCCN(C)C (EDCI). The solvent is O (water), CN(C)C=O (DMF). Run at time 8 hour. Yields the product COC(CN(C)C(=O)C1=CC=C(C=C1)C1=CC=CC=C1)=O ([(biphenyl-4-carbonyl)-methyl-amino]-acetic acid methyl ester). Yield: 77.7%. Reaction SMILES: CCN(C(C)C)C(C)C.[C:10]1([C:19]2[CH:24]=[CH:23][CH:22]=[CH:21][CH:20]=2)[CH:15]=[CH:14][C:13]([C:16]([OH:18])=O)=[CH:12][CH:11]=1.C1C=CC2N(O)N=NC=2C=1.CCN=C=NCCCN(C)C.Cl.[CH3:47][O:48][C:49](=[O:53])[CH2:50][NH:51][CH3:52]>CN(C=O)C.O>[CH3:47][O:48][C:49](=[O:53])[CH2:50][N:51]([C:16]([C:13]1[CH:12]=[CH:11][C:10]([C:19]2[CH:24]=[CH:23][CH:22]=[CH:21][CH:20]=2)=[CH:15][CH:14]=1)=[O:18])[CH3:52] |f:4.5|. Reported procedure: DIPEA (880 mg, 1.2 mL, 6.8 mmol) was added to a stirred solution of biphenyl-4-carboxylic acid (300 mg, 1.5 mmol) in DMF (5 mL). HOBT (224 mg, 1.66 mmol) and EDCI (725 mg, 3.7 mmol) were then added at room temperature. After 2 minutes methylamino-acetic acid methyl ester hydrochloride salt (253 mg, 1.8 mmol) was added and the resulting mixture was stirred at room temperature overnight. Cold water was then added and the product was extracted with EtOAc and the organic layer was washed with brine.... The reactants are C(CCCCCCCCCCCCCCCCC)Br (octadecyl bromide), NCCCN(CCO)CCO (N-(3-aminopropyl)diethanolamine). Run in C(C1=CC=CC=C1)O (benzyl alcohol). The product is OCCN(CCCNCCCCCCCCCCCCCCCCCC)CCO (N,N-Bis(2-Hydroxyethyl)-N'-Octadecyl-1,3-Propanediamine). RXN SMILES: [CH2:1](Br)[CH2:2][CH2:3][CH2:4][CH2:5][CH2:6][CH2:7][CH2:8][CH2:9][CH2:10][CH2:11][CH2:12][CH2:13][CH2:14][CH2:15][CH2:16][CH2:17][CH3:18].[NH2:20][CH2:21][CH2:22][CH2:23][N:24]([CH2:28][CH2:29][OH:30])[CH2:25][CH2:26][OH:27]>C(O)C1C=CC=CC=1>[OH:30][CH2:29][CH2:28][N:24]([CH2:25][CH2:26][OH:27])[CH2:23][CH2:22][CH2:21][NH:20][CH2:1][CH2:2][CH2:3][CH2:4][CH2:5][CH2:6][CH2:7][CH2:8][CH2:9][CH2:10][CH2:11][CH2:12][CH2:13][CH2:14][CH2:15][CH2:16][CH2:17][CH3:18]. Procedure details: A solution of octadecyl bromide (26.65 g., 80 mM.), N-(3-aminopropyl)diethanolamine (105 g., 640 mM.) and benzyl alcohol (120 ml.) is heated at 130° C. for twenty-three hours. The benzyl alcohol is removed in vacuo (0.1 mm. Hg, and 75° C.) and the residue taken up in methylene chloride (250 ml.). The methylene chloride solution is washed with aqueous sodium hydroxide (1 N) then with brine. It is dried (Na2SO4), concentrated, and distilled; b.p. 242°-246° C. at 0.1 mm Hg. The product is a waxy so... The reactants are C(C1=CC=CC=C1)NC([C@@H](COC)NC(OC(C)(C)C)=O)=O (tert-butyl [(2R)-1-(benzylamino)-3-methoxy-1-oxopropan-2-yl]carbamate), C(C1=CC=CC=C1)[NH-] (benzylamide), Cl (HCl). The solvent is ClCCl (dichloromethane). The product is N[C@@H](C(=O)NCC1=CC=CC=C1)COC ((2R)-2-amino-N-benzyl-3-methoxypropanamide). The yield is 88.6%. As a reaction SMILES: [CH2:1]([NH:8][C:9](=[O:22])[C@H:10]([NH:14]C(=O)OC(C)(C)C)[CH2:11][O:12][CH3:13])[C:2]1[CH:7]=[CH:6][CH:5]=[CH:4][CH:3]=1.C([NH-])C1C=CC=CC=1.Cl>ClCCl>[NH2:14][C@H:10]([CH2:11][O:12][CH3:13])[C:9]([NH:8][CH2:1][C:2]1[CH:7]=[CH:6][CH:5]=[CH:4][CH:3]=1)=[O:22]. Procedure details: To a cold solution (5° C.) of 3.36 g of Intermediate 5, benzylamide in 40 mL of dichloromethane was added 6.02 mL of 36% HCl. The reaction mixture was stirred at room temperature until no starting material was observed by TLC. The organic phase was washed with 1N HCl (2×30 mL) and the combined aqueous phase basified to 10-12 with 25% NaOH. After saturating the aqueous phase with sodium chloride, it was extracted with dichloromethane (3×30 mL). The organic phase was dried and concentrated under v... Starting materials: [Br-], O=Cc1ccccc1OCc1ccccc1, C1CCOC1, C=C[Mg+]. The product is C=CC(O)c1ccccc1OCc1ccccc1. As a reaction SMILES: [Br-:17].[CH2:1]([c:2]1[cH:3][cH:4][cH:5][cH:6][cH:7]1)[O:8][c:9]1[c:10]([CH:11]=[O:12])[cH:13][cH:14][cH:15][cH:16]1.[CH2:21]1[O:22][CH2:23][CH2:24][CH2:25]1.[CH:18](=[CH2:19])[Mg+:20]>>[CH2:1]([c:2]1[cH:3][cH:4][cH:5][cH:6][cH:7]1)[O:8][c:9]1[c:10]([CH:11]([OH:12])[CH:18]=[CH2:19])[cH:13][cH:14][cH:15][cH:16]1. Reactants: FC1=CC=C(C=C1)NC(C)C=1C=C(C=C2C(C=C(OC12)N1CCOCC1)=O)C(=O)O (8-(1-(4-fluorophenylamino)ethyl)-2-morpholino-4-oxo-4H-chromene-6-carboxylic acid), CN(CCNC)C (N1,N1,N2-trimethylethane-1,2-diamine). Yields the product CN(CCN(C(=O)C=1C=C2C(C=C(OC2=C(C1)C(C)NC1=CC=C(C=C1)F)N1CCOCC1)=O)C)C (N-(2-(dimethylamino)ethyl)-8-(1-(4-fluorophenylamino)ethyl)-N-methyl-2-morpholino-4-oxo-4H-chromene-6-carboxamide). Isolated yield 15.9%. As a reaction SMILES: [F:1][C:2]1[CH:7]=[CH:6][C:5]([NH:8][CH:9]([C:11]2[CH:12]=[C:13]([C:28](O)=[O:29])[CH:14]=[C:15]3[C:20]=2[O:19][C:18]([N:21]2[CH2:26][CH2:25][O:24][CH2:23][CH2:22]2)=[CH:17][C:16]3=[O:27])[CH3:10])=[CH:4][CH:3]=1.[CH3:31][N:32]([CH3:37])[CH2:33][CH2:34][NH:35][CH3:36]>>[CH3:31][N:32]([CH3:37])[CH2:33][CH2:34][N:35]([CH3:36])[C:28]([C:13]1[CH:14]=[C:15]2[C:20](=[C:11]([CH:9]([NH:8][C:5]3[CH:6]=[CH:7][C:2]([F:1])=[CH:3][CH:4]=3)[CH3:10])[CH:12]=1)[O:19][C:18]([N:21]1[CH2:26][CH2:25][O:24][CH2:23][CH2:22]1)=[CH:17][C:16]2=[O:27])=[O:29]. Procedure details: 8-(1-(4-fluorophenylamino)ethyl)-2-morpholino-4-oxo-4H-chromene-6-carboxylic acid (80 mg, 0.19 mmol) was reacted with N1,N1,N2-trimethylethane-1,2-diamine (0.030 mL, 0.23 mmol) using a procedure similar to the one described in Example 2.00 to afford N-(2-(dimethylamino)ethyl)-8-(1-(4-fluorophenylamino)ethyl)-N-methyl-2-morpholino-4-oxo-4H-chromene-6-carboxamide (15.0 mg, 15.6%) as a white solid. Mass Spectrum: M+H+ 497. NMR Spectrum: (DMSOd6) 1.49 (d, 3H), 1.74 (bs, 3H), 2.01 (bs, 1H), 2.18 (s, ... The reactants are ClC1=NC=NC2=CC=C(C=C12)C1=CC=C(C=C1)F (4-chloro-6-(4-fluorophenyl)-quinazoline), CNC (dimethylamine). Yields the product CN(C)C1=NC=NC2=CC=C(C=C12)C1=CC=C(C=C1)F (4-(N,N-dimethylamino)-6-(4-fluorophenyl)-quinazoline). The yield is 76.0%. As a reaction SMILES: Cl[C:2]1[C:11]2[C:6](=[CH:7][CH:8]=[C:9]([C:12]3[CH:17]=[CH:16][C:15]([F:18])=[CH:14][CH:13]=3)[CH:10]=2)[N:5]=[CH:4][N:3]=1.[CH3:19][NH:20][CH3:21]>>[CH3:19][N:20]([C:2]1[C:11]2[C:6](=[CH:7][CH:8]=[C:9]([C:12]3[CH:17]=[CH:16][C:15]([F:18])=[CH:14][CH:13]=3)[CH:10]=2)[N:5]=[CH:4][N:3]=1)[CH3:21]. Procedure details: This compound was synthesized from 4-chloro-6-(4-fluorophenyl)-quinazoline and dimethylamine in 76% yield, using the procedure described for example 37 and was characterized by its mass spectrum as follows: MS (m/z): 268 ([M+H]+, 100).